The task is: describe an organic reaction: reactants, conditions, products, and yield. This data is from the Open Reaction Database (ORD), a public repository of structured organic reaction records. The reactants are C=CCN1CCN(CCCO)CC1, ClCCl, COc1cc2c(Cl)ncnc2cc1O, CC(C)OC(=O)N=NC(=O)OC(C)C, c1ccc(P(c2ccccc2)c2ccccc2)cc1. Yields the product C=CCN1CCN(CCCOc2cc3ncnc(Cl)c3cc2OC)CC1. RXN SMILES: [CH2:34]([CH:35]=[CH2:36])[N:37]1[CH2:38][CH2:39][N:40]([CH2:43][CH2:44][CH2:45][OH:46])[CH2:41][CH2:42]1.[CH2:61]([Cl:62])[Cl:63].[Cl:1][c:2]1[n:3][cH:4][n:5][c:6]2[cH:7][c:8]([OH:14])[c:9]([O:12][CH3:13])[cH:10][c:11]12.[O:47]=[C:48]([O:49][CH:50]([CH3:51])[CH3:52])[N:53]=[N:54][C:55]([O:56][CH:57]([CH3:58])[CH3:59])=[O:60].[c:15]1([P:16]([c:17]2[cH:18][cH:19][cH:20][cH:21][cH:22]2)[c:23]2[cH:24][cH:25][cH:26][cH:27][cH:28]2)[cH:29][cH:30][cH:31][cH:32][cH:33]1>>[Cl:1][c:2]1[n:3][cH:4][n:5][c:6]2[cH:7][c:8]([O:14][CH2:45][CH2:44][CH2:43][N:40]3[CH2:39][CH2:38][N:37]([CH2:34][CH:35]=[CH2:36])[CH2:42][CH2:41]3)[c:9]([O:12][CH3:13])[cH:10][c:11]12. Run at time 10 hour. Reaction SMILES: [CH:1]([C:4]1([CH3:22])[C:8](=[O:9])[NH:7][C:6]([C:10]2[N:15]=[C:14]3[O:16][CH:17]=[CH:18][C:13]3=[CH:12][C:11]=2[C:19]([OH:21])=[O:20])=[N:5]1)([CH3:3])[CH3:2].C(=O)([O-])[O-].[K+].[K+].C(O)C.[H][H]>[Pd].O>[CH:1]([C:4]1([CH3:22])[C:8](=[O:9])[NH:7][C:6]([C:10]2[N:15]=[C:14]3[O:16][CH2:17][CH2:18][C:13]3=[CH:12][C:11]=2[C:19]([OH:21])=[O:20])=[N:5]1)([CH3:3])[CH3:2] |f:1.2.3|. The reagents and catalysts are [Pd] (palladium on carbon). Procedure details: A solution of 6-(4-isopropyl-4-methyl-5-oxo-2-imidazolin-2-yl)furo[2,3-b]pyridine-5-carboxylic acid (1.7 g 0.056 mol) and 1.0 g (0.0072 mol) potassium carbonate in 200 mL 9:1 ethanol:water is added to 100 mg 5% palladium on carbon catalyst in a 500 mL pressure bottle. The bottle is fitted to a Parr hydrogenation apparatus, pressurized to 30 psi, with hydrogen, then shaken at room temperature for 10 hours. The catalyst is removed by filtration through a sintered glass funnel, and the filtrate con... Solvent: O (water). Isolated yield 5.9%. Yields the product C(C)(C)C1(N=C(NC1=O)C1=C(C=C2C(=N1)OCC2)C(=O)O)C (2,3-dihydro-6-(4-isopropyl-4-methyl-5-oxo-2-imidazolin-2-yl)furo[2,3-b]pyridine-5-carboxylic acid). Starting materials: C(C)(C)C1(N=C(NC1=O)C1=C(C=C2C(=N1)OC=C2)C(=O)O)C (6-(4-isopropyl-4-methyl-5-oxo-2-imidazolin-2-yl)furo[2,3-b]pyridine-5-carboxylic acid), C([O-])([O-])=O.[K+].[K+] (potassium carbonate), C(C)O (ethanol), [H][H] (hydrogen). Starting materials: BrN1C(CCC1=O)=O (N-Bromosuccinimide), C[C@@H](CC)OC1=NC(=C2N=CN(C2=N1)C1OCCCC1)N (2-{[(1S)-1-methylpropyl]oxy}-9-(tetrahydro-2H-pyran-2-yl)-9H-purin-6- amine). Run in C(Cl)(Cl)Cl (chloroform). Conditions: temperature 2.5 celsius, time 1 hour. The product is BrC=1N(C2=NC(=NC(=C2N1)N)O[C@H](CC)C)C1OCCCC1 (8-Bromo-2-{[(1S)-1-methylpropyl]oxy}-9-(tetrahydro-2H-pyran-2-yl)-9H-purin-6-amine). Yield: 72.8%. RXN SMILES: [Br:1]N1C(=O)CCC1=O.[CH3:9][C@H:10]([O:13][C:14]1[N:22]=[C:21]2[C:17]([N:18]=[CH:19][N:20]2[CH:23]2[CH2:28][CH2:27][CH2:26][CH2:25][O:24]2)=[C:16]([NH2:29])[N:15]=1)[CH2:11][CH3:12]>C(Cl)(Cl)Cl>[Br:1][C:19]1[N:20]([CH:23]2[CH2:28][CH2:27][CH2:26][CH2:25][O:24]2)[C:21]2[C:17]([N:18]=1)=[C:16]([NH2:29])[N:15]=[C:14]([O:13][C@@H:10]([CH3:9])[CH2:11][CH3:12])[N:22]=2. Reported procedure: N-Bromosuccinimide (1.182 g, 6.64 mmol) was added portionwise to a solution of 2-{[(1S)-1-methylpropyl]oxy}-9-(tetrahydro-2H-pyran-2-yl)-9H-purin-6- amine (1.935 g, 6.64 mmol) in chloroform (50 ml) at 0-5° C. The resulting green solution was stirred at 0-5° C. for 1 hour during which time it turned red and the mixture was then allowed to warm to room temperature and stirred overnight. The resulting green solution was washed with water (2×20 ml), separated using a hydrophobic frit and concentrate... Starting materials: C(C1=CC=CC=C1)N(CCNC(OC(C)(C)C)=O)[C@H]1COC2=C(C=3N(C1)C=1C=C(C=CC1C3C3CCCCC3)C(=O)NS(=O)(=O)N(C)CC(OC)OC)C=CC(=C2)F (Tert-butyl [2-(benzyl{(7R)-14-cyclohexyl-11-[({[(2,2-dimethoxyethyl)(methyl)amino]sulfonyl}amino)carbonyl]-3-fluoro-7,8-dihydro-6H-indolo[1,2-e][1,5]benzoxazocin-7-yl}amino)ethyl]carbamate), Cl (HCl). Run in C1CCOC1 (THF). Conditions: temperature 60 celsius, time 2 hour. Product: NCCN([C@H]1COC2=C(C=3N(C1)C=1C=C(C=CC1C3C3CCCCC3)C(=O)NS(=O)(=O)N(CC=O)C)C=CC(=C2)F)CC2=CC=CC=C2 ((7R)-7-[(2-aminoethyl)(benzyl)amino]-14-cyclohexyl-3-fluoro-N-{[methyl(2-oxoethyl)amino]sulfonyl}-7,8-dihydro-6H-indolo[1,2-e][1,5]benzoxazocine-11-carboxamide). Reaction SMILES: [CH2:1]([N:8]([C@@H:19]1[CH2:26][N:25]2[C:27]3[CH:28]=[C:29]([C:40]([NH:42][S:43]([N:46]([CH2:48][CH:49](OC)[O:50]C)[CH3:47])(=[O:45])=[O:44])=[O:41])[CH:30]=[CH:31][C:32]=3[C:33]([CH:34]3[CH2:39][CH2:38][CH2:37][CH2:36][CH2:35]3)=[C:24]2[C:23]2[CH:54]=[CH:55][C:56]([F:58])=[CH:57][C:22]=2[O:21][CH2:20]1)[CH2:9][CH2:10][NH:11]C(=O)OC(C)(C)C)[C:2]1[CH:7]=[CH:6][CH:5]=[CH:4][CH:3]=1.Cl>C1COCC1>[NH2:11][CH2:10][CH2:9][N:8]([CH2:1][C:2]1[CH:3]=[CH:4][CH:5]=[CH:6][CH:7]=1)[C@@H:19]1[CH2:26][N:25]2[C:27]3[CH:28]=[C:29]([C:40]([NH:42][S:43]([N:46]([CH3:47])[CH2:48][CH:49]=[O:50])(=[O:45])=[O:44])=[O:41])[CH:30]=[CH:31][C:32]=3[C:33]([CH:34]3[CH2:39][CH2:38][CH2:37][CH2:36][CH2:35]3)=[C:24]2[C:23]2[CH:54]=[CH:55][C:56]([F:58])=[CH:57][C:22]=2[O:21][CH2:20]1. Reported procedure: Tert-butyl [2-(benzyl{(7R)-14-cyclohexyl-11-[({[(2,2-dimethoxyethyl)(methyl)amino]sulfonyl}amino)carbonyl]-3-fluoro-7,8-dihydro-6H-indolo[1,2-e][1,5]benzoxazocin-7-yl}amino)ethyl]carbamate was dissolved in THF (50 mM) and 3M aqueous HCl (10 eq) was added. The solution was warmed to 60° C. and stirred for 2 h. The solution was then used directly in the next step. (ES+) m/z 676 (M+H)+. Reactants: [Al+3].[Cl-].[Cl-].[Cl-] (AlCl3), C(C1=CC=CC=C1)N1C=CC=2N=C(N=C(C21)Cl)Cl (5-benzyl-2,4-dichloro-5H-pyrrolo[3,2-d]pyrimidine), C(Cl)(Cl)Cl (CHCl3). Solvent: ClC1=C(C=CC=C1)Cl (1,2-dichlorobenzene). Conditions: temperature 160 celsius. Product: ClC=1N=C(C2=C(N1)C=CN2)Cl (2,4-Dichloro-5H-pyrrolo[3,2-d]pyrimidine). RXN SMILES: C([N:8]1[C:16]2[C:15]([Cl:17])=[N:14][C:13]([Cl:18])=[N:12][C:11]=2[CH:10]=[CH:9]1)C1C=CC=CC=1.[Al+3].[Cl-].[Cl-].[Cl-].C(Cl)(Cl)Cl>ClC1C=CC=CC=1Cl>[Cl:18][C:13]1[N:14]=[C:15]([Cl:17])[C:16]2[NH:8][CH:9]=[CH:10][C:11]=2[N:12]=1 |f:1.2.3.4|. Reported procedure: To a suspension of 5-benzyl-2,4-dichloro-5H-pyrrolo[3,2-d]pyrimidine (177 mg, 0.64 mmol) in 1,2-dichlorobenzene (20 mL) was added AlCl3 (852 mg, 6.4 mmol). The reaction mixture was heated at 160° C. for 1.5 h, during which the reaction mixture became dark and homogeneous. Upon completion of the reaction, the reaction mixture was cooled, added CHCl3 and washed with NH4Cl. The combined organic layers were washed with brine, dried over Na2SO4, filtered, and concentrated in vacuo. Added Hexanes and ... The reactants are [Al+3], C1CCOC1, Cc1ccccc1, [H-], [H-], [H-], [H-], [Li+], CCOC(=O)c1csc(N2CCOCC2)n1. Product: OCc1csc(N2CCOCC2)n1. As a reaction SMILES: [Al+3:2].[CH2:30]1[O:31][CH2:32][CH2:33][CH2:34]1.[CH3:23][c:24]1[cH:25][cH:26][cH:27][cH:28][cH:29]1.[H-:1].[H-:4].[H-:5].[H-:6].[Li+:3].[O:7]1[CH2:8][CH2:9][N:10]([c:13]2[s:14][cH:15][c:16]([C:18](=[O:19])[O:20][CH2:21][CH3:22])[n:17]2)[CH2:11][CH2:12]1>>[O:7]1[CH2:8][CH2:9][N:10]([c:13]2[s:14][cH:15][c:16]([CH2:18][OH:19])[n:17]2)[CH2:11][CH2:12]1. The reactants are CCOC(=O)c1c[nH]c2ccc(NCc3ccccc3)nc2c1=O, CCO, [Cl-], [NH4+], [Na+], [OH-]. Product: O=C(O)c1c[nH]c2ccc(NCc3ccccc3)nc2c1=O. RXN SMILES: [CH2:1]([c:2]1[cH:3][cH:4][cH:5][cH:6][cH:7]1)[NH:8][c:9]1[n:10][c:11]2[c:12](=[O:24])[c:13]([C:19](=[O:20])[O:21][CH2:22][CH3:23])[cH:14][nH:15][c:16]2[cH:17][cH:18]1.[CH3:29][CH2:30][OH:31].[Cl-:27].[NH4+:28].[Na+:26].[OH-:25]>>[CH2:1]([c:2]1[cH:3][cH:4][cH:5][cH:6][cH:7]1)[NH:8][c:9]1[n:10][c:11]2[c:12](=[O:24])[c:13]([C:19](=[O:20])[OH:21])[cH:14][nH:15][c:16]2[cH:17][cH:18]1.